This data is from the Open Reaction Database (ORD), a public repository of structured organic reaction records. The task is: describe an organic reaction: reactants, conditions, products, and yield Reactants: C(C)(C)(C)C=1C=C(C(=C(C1)C1=CC(=C(C=C1)Cl)F)O)C=O (5-(tert-butyl)-4′-chloro-3′-fluoro-2-hydroxy-[1,1′-biphenyl]-3-carbaldehyde), C(C)(C)(C)N (tert-butylamine). Product: Cl.C(C)(C)(C)C1=CC(=C(C(=C1)C1=CC(=C(C=C1)Cl)F)O)CNC(C)(C)C (5-(tert-Butyl)-3-((tert-butylamino)methyl)-4′-chloro-3′-fluoro-[1,1′-biphenyl]-2-ol hydrochloride). As a reaction SMILES: [C:1]([C:5]1[CH:6]=[C:7]([CH:20]=O)[C:8]([OH:19])=[C:9]([C:11]2[CH:16]=[CH:15][C:14]([Cl:17])=[C:13]([F:18])[CH:12]=2)[CH:10]=1)([CH3:4])([CH3:3])[CH3:2].[C:22]([NH2:26])([CH3:25])([CH3:24])[CH3:23]>>[ClH:17].[C:1]([C:5]1[CH:10]=[C:9]([C:11]2[CH:16]=[CH:15][C:14]([Cl:17])=[C:13]([F:18])[CH:12]=2)[C:8]([OH:19])=[C:7]([CH2:20][NH:26][C:22]([CH3:25])([CH3:24])[CH3:23])[CH:6]=1)([CH3:4])([CH3:3])[CH3:2] |f:2.3|. Procedure: 5-(tert-Butyl)-3-((tert-butylamino)methyl)-4′-chloro-3′-fluoro-[1,1′-biphenyl]-2-ol hydrochloride was prepared as a white solid using the procedure described in Example 9 from 5-(tert-butyl)-4′-chloro-3′-fluoro-2-hydroxy-[1,1′-biphenyl]-3-carbaldehyde and tert-butylamine. The reactants are BrC=1C(=NC(=NC1)NC=1C=CC(=NC1)S(=O)(=O)N)SC(C(C)=O)CC (5-[5-bromo-4-(1-ethyl-2-oxo-propylsulfanyl)-pyrimidin-2-ylamino]-pyridine-2-sulfonic acid amide), [BH4-].[Na+] (sodium borohydride). The reagents and catalysts are C(C)(=O)O (acetic acid). Solvent: C1CCOC1.CO (THF MeOH). Run at time 3 hour. Yields the product BrC=1C(=NC(=NC1)NC=1C=CC(=NC1)S(=O)(=O)N)SC(C(C)O)CC (5-[5-bromo-4-(1-ethyl-2-hydroxy-propylsulfanyl)-pyrimidin-2-ylamino]-pyridine-2-sulfonic acid amide). As a reaction SMILES: [Br:1][C:2]1[C:3]([S:19][CH:20]([CH2:24][CH3:25])[C:21](=[O:23])[CH3:22])=[N:4][C:5]([NH:8][C:9]2[CH:10]=[CH:11][C:12]([S:15]([NH2:18])(=[O:17])=[O:16])=[N:13][CH:14]=2)=[N:6][CH:7]=1.[BH4-].[Na+]>C1COCC1.CO.C(O)(=O)C>[Br:1][C:2]1[C:3]([S:19][CH:20]([CH2:24][CH3:25])[CH:21]([OH:23])[CH3:22])=[N:4][C:5]([NH:8][C:9]2[CH:10]=[CH:11][C:12]([S:15]([NH2:18])(=[O:17])=[O:16])=[N:13][CH:14]=2)=[N:6][CH:7]=1 |f:1.2,3.4|. Reported procedure: 26 mg (0.058 mmol) of 5-[5-bromo-4-(1-ethyl-2-oxo-propylsulfanyl)-pyrimidin-2-ylamino]-pyridine-2-sulfonic acid amide, dissolved in 1.5 ml of THF/MeOH 1:1, is mixed with 10 mg of sodium borohydride and stirred for 3 hours at room temperature. While being cooled, 2-3 drops of glacial acetic acid are added and concentrated by evaporation. Uptake in acetonitrile and suctioning-off yield 17 mg (65% of theory) of 5-[5-bromo-4-(1-ethyl-2-hydroxy-propylsulfanyl)-pyrimidin-2-ylamino]-pyridine-2-sulfonic...